From a dataset of the Open Reaction Database (ORD), a public repository of structured organic reaction records. describe an organic reaction: reactants, conditions, products, and yield Product: Clc1nccc(-c2ccc(I)s2)n1. Reaction SMILES: [C:39](=[O:40])([O-:41])[O-:42].[CH2:34]1[O:35][CH2:36][CH2:37][CH2:38]1.[CH3:1][CH2:2][CH2:3][CH2:4][Li:5].[Cl:13][c:14]1[n:15][cH:16][cH:17][cH:18][n:19]1.[Cl:20][C:21]1=[C:32]([Cl:33])[C:30](=[O:31])[C:27]([C:28]#[N:29])=[C:24]([C:25]#[N:26])[C:22]1=[O:23].[I:6][c:7]1[s:8][c:9]([I:12])[cH:10][cH:11]1.[Na+:43].[Na+:44]>>[I:6][c:7]1[s:8][c:9](-[c:18]2[cH:17][cH:16][n:15][c:14]([Cl:13])[n:19]2)[cH:10][cH:11]1. Reactants: O=C([O-])[O-], C1CCOC1, [Li]CCCC, Clc1ncccn1, N#CC1=C(C#N)C(=O)C(Cl)=C(Cl)C1=O, Ic1ccc(I)s1, [Na+], [Na+]. The reactants are [Al+3], O=C([O-])[O-], CCO, [H-], [H-], [H-], [H-], [Li+], Nc1ccc(C(=O)O)cn1, [Na+], [Na+], [Na+], [OH-], O, O=S(=O)(O)O. Product: Nc1ccc(CO)cn1. RXN SMILES: [Al+3:23].[C:16](=[O:17])([O-:18])[O-:19].[CH3:30][CH2:31][OH:32].[H-:22].[H-:25].[H-:26].[H-:27].[Li+:24].[NH2:6][c:7]1[n:8][cH:9][c:10]([C:11](=[O:12])[OH:13])[cH:14][cH:15]1.[Na+:20].[Na+:21].[Na+:29].[OH-:28].[OH2:33].[S:1](=[O:2])(=[O:3])([OH:4])[OH:5]>>[NH2:6][c:7]1[n:8][cH:9][c:10]([CH2:11][OH:12])[cH:14][cH:15]1. The reactants are C(C(=O)O)(=O)O.CN1CCC(CC1)OC1C2=NC(=CN2CCC2=C1C=CC=C2)C=C (4-(1-methylpiperidin-4-yloxy)-2-vinyl-9,10-dihydro-4H-3,10a-diaza-benzo[f]azulene oxalate). Reagents/catalysts: [Pd] (Pd/C). The solvent is CO (MeOH). Reaction conditions: time 8 hour. Yields the product C(C)C1=CN2CCC3=C(C(C2=N1)OC1CCN(CC1)C)C=CC=C3 (2-ethyl-4-(1-methylpiperidin-4-yloxy)-9,10-dihydro-4H-3,10a-diaza-benzo[f]azulene). RXN SMILES: C(O)(=O)C(O)=O.[CH3:7][N:8]1[CH2:13][CH2:12][CH:11]([O:14][CH:15]2[C:24]3[CH:25]=[CH:26][CH:27]=[CH:28][C:23]=3[CH2:22][CH2:21][N:20]3[C:16]2=[N:17][C:18]([CH:29]=[CH2:30])=[CH:19]3)[CH2:10][CH2:9]1>CO.[Pd]>[CH2:29]([C:18]1[N:17]=[C:16]2[N:20]([CH2:21][CH2:22][C:23]3[CH:28]=[CH:27][CH:26]=[CH:25][C:24]=3[CH:15]2[O:14][CH:11]2[CH2:12][CH2:13][N:8]([CH3:7])[CH2:9][CH2:10]2)[CH:19]=1)[CH3:30] |f:0.1|. Procedure details: To a solution of 4-(1-methylpiperidin-4-yloxy)-2-vinyl-9,10-dihydro-4H-3,10a-diaza-benzo[f]azulene oxalate (example 9A) (110 mg, 0.34 mmole) in MeOH (1.7 mL) is added Pd/C 10% (11 mg). The flask is evacuated and filled with hydrogen (balloon). The reaction mixture is stirred at room temperature overnight, then filtered on celite and cake washed with MeOH. Solvent is removed under reduced pressure. The residue is pre-purified by silica gel chromatography using (CH2Cl2:MeOH:NH4OH) as eluent with a... Reactants: IN1C(CCC1=O)=O (N-Iodosuccinimide), C(C1=CC=CC=C1)OC1=C(N(C=C1OCC1=CC=CC=C1)C1=CC=C(C=C1)OC)C(=O)OCC (ethyl 3,4-bis(benzyloxy)-1-(4-methoxyphenyl)-1H-pyrrole-2-carboxylate), C(C1=CC=CC=C1)OC1=C(N(C(=C1OCC1=CC=CC=C1)C(=O)OCC)C1=CC=C(C=C1)OC)C(=O)[O-].C(C)[NH+](CC)CC (Triethylammonium 3,4-bis(benzyloxy)-5-(ethoxycarbonyl)-1-(4-methoxyphenyl)-1H-pyrrole-2-carboxylate). Solvent: CN(C)C=O (DMF). Conditions: temperature 0 celsius, time 10 minute. Product: C(C1=CC=CC=C1)OC1=C(N(C(=C1OCC1=CC=CC=C1)I)C1=CC=C(C=C1)OC)C(=O)OCC (Ethyl 3,4-bis(benzyloxy)-5-iodo-1-(4-methoxyphenyl)-1H-pyrrole-2-carboxylate). The yield is 76.0%. As a reaction SMILES: [I:1]N1C(=O)CCC1=O.[CH2:9]([O:16][C:17]1[C:21]([O:22][CH2:23][C:24]2[CH:29]=[CH:28][CH:27]=[CH:26][CH:25]=2)=[CH:20][N:19]([C:30]2[CH:35]=[CH:34][C:33]([O:36][CH3:37])=[CH:32][CH:31]=2)[C:18]=1[C:38]([O:40][CH2:41][CH3:42])=[O:39])[C:10]1[CH:15]=[CH:14][CH:13]=[CH:12][CH:11]=1.C(OC1C(OCC2C=CC=CC=2)=C(C(OCC)=O)N(C2C=CC(OC)=CC=2)C=1C([O-])=O)C1C=CC=CC=1.C([NH+](CC)CC)C>CN(C=O)C>[CH2:9]([O:16][C:17]1[C:21]([O:22][CH2:23][C:24]2[CH:29]=[CH:28][CH:27]=[CH:26][CH:25]=2)=[C:20]([I:1])[N:19]([C:30]2[CH:35]=[CH:34][C:33]([O:36][CH3:37])=[CH:32][CH:31]=2)[C:18]=1[C:38]([O:40][CH2:41][CH3:42])=[O:39])[C:10]1[CH:15]=[CH:14][CH:13]=[CH:12][CH:11]=1 |f:2.3|. Reported procedure: N-Iodosuccinimide (1.77 g, 7.57 mmol) was added to a solution of ethyl 3,4-bis(benzyloxy)-1-(4-methoxyphenyl)-1H-pyrrole-2-carboxylate (27) [prepared using the same procedure as Example E step (i) using (5) as starting material] (3.0 g, 6.56 mmol) in DMF (60 mL) and stirred at 0° C. for 10 min. The mixture was partitioned between sat. Na2S2O3 (aq.) (100 mL) and Et2O (250 mL), the organic layer was separated and washed with sat. Na2S2O3 (aq.) (100 mL), brine (100 mL) dried (MgSO4), filtered and s... The reactants are C(CCCC)OC1=CC=C(C(=O)N(OC)C)C=C1 (N-(4-n-pentyloxybenzoyl)-N,O-dimethylhydroxylamine), C(=C)[Mg]Br (vinylmagnesium bromide), Cl (HCl). The solvent is O1CCCC1 (tetrahydrofuran), O1CCCC1 (tetrahydrofuran). Run at temperature -20 celsius, time 3 hour. Yields the product C(CCCC)OC1=CC=C(C=C1)C(=O)C=C (1-(4-n-pentyloxyphenyl)acrolein). As a reaction SMILES: [CH2:1]([O:6][C:7]1[CH:18]=[CH:17][C:10]([C:11](N(C)OC)=[O:12])=[CH:9][CH:8]=1)[CH2:2][CH2:3][CH2:4][CH3:5].[CH:19]([Mg]Br)=[CH2:20].Cl>O1CCCC1>[CH2:1]([O:6][C:7]1[CH:8]=[CH:9][C:10]([C:11]([CH:19]=[CH2:20])=[O:12])=[CH:17][CH:18]=1)[CH2:2][CH2:3][CH2:4][CH3:5]. Procedure details: To a solution of N-(4-n-pentyloxybenzoyl)-N,O-dimethylhydroxylamine (4.52 g) in tetrahydrofuran (25 ml) was added 1.6 molar tetrahydrofuran solution of vinylmagnesium bromide (25.5 ml) at −50° C. dropwise and the mixture was stirred for 3 hours at −20° C. To the mixture was added 1N HCl (50 ml) dropwise and the mixture was extracted with ethyl acetate. The organic layer was separated, washed with brine, dried over magnesium sulfate and evaporated under reduced pressure. The residue was purified ... Starting materials: FC(F)(F)CCCBr, O=C([O-])[O-], CN(C)C=O, Clc1ncnc2cc[nH]c12, [Cs+], [Cs+], O. Product: FC(F)(F)CCCn1ccc2ncnc(Cl)c21. As a reaction SMILES: [Br:17][CH2:18][CH2:19][CH2:20][C:21]([F:22])([F:23])[F:24].[C:11](=[O:12])([O-:13])[O-:14].[CH3:25][N:26]([CH3:27])[CH:28]=[O:29].[Cl:1][c:2]1[c:3]2[c:4]([n:5][cH:6][n:7]1)[cH:8][cH:9][nH:10]2.[Cs+:15].[Cs+:16].[OH2:30]>>[Cl:1][c:2]1[c:3]2[c:4]([n:5][cH:6][n:7]1)[cH:8][cH:9][n:10]2[CH2:18][CH2:19][CH2:20][C:21]([F:22])([F:23])[F:24]. Starting materials: I.ClC=1N=CN(C1)C1=C(C=C(C=C1)NC(=N)SC)OC (Methyl 4-(4-chloro-1H-imidazol-1-yl)-3-methoxyphenylcarbamimidothioate, hydroiodide), ClCCCCC(C(=O)O)C1=CC(=CC=C1)F (6-chloro-2-(3-fluorophenyl)hexanoic acid), NN (hydrazine), crude product. The product is ClCCCCC(C1=CC(=CC=C1)F)C1=NC(=NN1)NC1=CC(=C(C=C1)N1C=NC(=C1)Cl)OC (5-(5-chloro-1-(3-fluorophenyl)pentyl)-N-(4-(4-chloro-1H-imidazol-1-yl)-3-methoxyphenyl)-1H-1,2,4-triazol-3-amine). Isolated yield 100.0%. RXN SMILES: I.[Cl:2][C:3]1[N:4]=[CH:5][N:6]([C:8]2[CH:13]=[CH:12][C:11]([NH:14][C:15](SC)=[NH:16])=[CH:10][C:9]=2[O:19][CH3:20])[CH:7]=1.[Cl:21][CH2:22][CH2:23][CH2:24][CH2:25][CH:26]([C:30]1[CH:35]=[CH:34][CH:33]=[C:32]([F:36])[CH:31]=1)[C:27](O)=O.[NH2:37][NH2:38]>>[Cl:21][CH2:22][CH2:23][CH2:24][CH2:25][CH:26]([C:27]1[NH:38][N:37]=[C:15]([NH:14][C:11]2[CH:12]=[CH:13][C:8]([N:6]3[CH:7]=[C:3]([Cl:2])[N:4]=[CH:5]3)=[C:9]([O:19][CH3:20])[CH:10]=2)[N:16]=1)[C:30]1[CH:35]=[CH:34][CH:33]=[C:32]([F:36])[CH:31]=1 |f:0.1|. Procedure: Methyl 4-(4-chloro-1H-imidazol-1-yl)-3-methoxyphenylcarbamimidothioate, hydroiodide (1.5 g, 5.05 mmol, from preparation A) and 6-chloro-2-(3-fluorophenyl)hexanoic acid (1.237 g, 5.05 mmol, from preparation AO) were coupled and then reacted with hydrazine (0.636 mL, 20.25 mmol) using a procedure analogous to Step A of Example 13. The crude product, 5-(5-chloro-1-(3-fluorophenyl)pentyl)-N-(4-(4-chloro-1H-imidazol-1-yl)-3-methoxyphenyl)-1H-1,2,4-triazol-3-amine (2.78 g, 100% yield), was used in the... Starting materials: C1(=CC=CC=C1)NC1=CC=CC=C1 (diphenylamine), C1(=CC=CC=C1)NC1=CC=CC=C1 (Diphenylamine), N(=O)[O-].[Na+] (sodium nitrite), S(O)(O)(=O)=O (sulfuric acid). Run in ClC=C(Cl)Cl (trichloroethylene). The product is N(=O)N(C1=CC=CC=C1)C1=CC=CC=C1 (N-nitrosodiphenylamine). As a reaction SMILES: [C:1]1([NH:7][C:8]2[CH:13]=[CH:12][CH:11]=[CH:10][CH:9]=2)[CH:6]=[CH:5][CH:4]=[CH:3][CH:2]=1.[N:14]([O-])=[O:15].[Na+].S(=O)(=O)(O)O>ClC=C(Cl)Cl>[N:14]([N:7]([C:1]1[CH:2]=[CH:3][CH:4]=[CH:5][CH:6]=1)[C:8]1[CH:9]=[CH:10][CH:11]=[CH:12][CH:13]=1)=[O:15] |f:1.2|. Reported procedure: 210 g of 20% diphenylamine solution in trichloroethylene, 59 g of 38% sodium nitrite aqueous solution and 150 g of 20% sulfuric acid are simultaneously fed, under stirring, (Re = 8-10×103) at 17°-20° C. for about 7-10 min into a 500 ml reactor equipped with a cooling jacket, a thermometer and an agitator; this is followed by another stirring for about 5-8 min. The stirring is discontinued after said period of time has elapsed; complete layer separation of the organic and aqueous phases takes pla... Starting materials: CCOCC (ether), C(CCC)B(O)O (Butaneboronic acid), C(C)(=O)OC(C)=O (acetic anhydride), C[C@H]([C@@H](C)O)O ((-)-(R,R)-2,3-butanediol), [Li]N([Si](C)(C)C)[Si](C)(C)C (lithiohexamethyldisilazane). The solvent is CCCCCC (hexane), C(C)(=O)O (acetic acid). Product: C[C@H]([C@@H](C)O)O.C(C)(=O)NC(CCCC)B([O-])[O-] ((R,R)-2,3-butanediol 1-acetamidopentane-1-boronate). Isolated yield 80.0%. RXN SMILES: [CH2:1]([B:5]([OH:7])[OH:6])[CH2:2][CH2:3]C.[CH3:8][C@@H:9]([OH:13])[C@H:10]([OH:12])[CH3:11].[Li][N:15]([Si](C)(C)C)[Si](C)(C)C.C(O[C:28](=[O:30])[CH3:29])(=O)C.CCO[CH2:34][CH3:35]>C(O)(=O)C.CCCCCC>[CH3:8][C@@H:9]([OH:13])[C@H:10]([OH:12])[CH3:11].[C:28]([NH:15][CH:1]([B:5]([O-:7])[O-:6])[CH2:2][CH2:3][CH2:34][CH3:35])(=[O:30])[CH3:29] |f:7.8|. Reported procedure: Butaneboronic acid was esterified with (-)-(R,R)-2,3-butanediol by stirring the reactants in ether until dissolved and adding hexane to aid separation of water and any excess diol. The resulting (R,R)-2,3-butanediol butaneboronate was purified by distillation at 43°-45° C. (5 torr). This material was then added to dichloromethyllithium and the mixture treated with zinc chloride according to the general procedure of Example 1. Concentration of the reaction mixture, treatment with water, and extra...